This data is from the Open Reaction Database (ORD), a public repository of structured organic reaction records. The task is: describe an organic reaction: reactants, conditions, products, and yield The reactants are NC1=NC2=C(C=3C=C(C=NC13)CCC1=C(C=C(C(=O)Cl)C=C1)C)C=CC(=C2)C (4-(2-(5-amino-8-methylbenzo[f][1,7]naphthyridin-2-yl)ethyl)-3-methylbenzoyl chloride), C(C)N1CCNCC1 (1-ethylpiperazine). The product is NC1=NC2=C(C=3C=C(C=NC13)CCC1=C(C=C(C=C1)C(=O)N1CCN(CC1)CC)C)C=CC(=C2)C ((4-(2-(5-Amino-8-methylbenzo[f][1,7]naphthyridin-2-yl)ethyl)-3-methylphenyl)(4-ethylpiperazin-1-yl)methanone). Reaction SMILES: [NH2:1][C:2]1[C:11]2[N:10]=[CH:9][C:8]([CH2:12][CH2:13][C:14]3[CH:22]=[CH:21][C:17]([C:18](Cl)=[O:19])=[CH:16][C:15]=3[CH3:23])=[CH:7][C:6]=2[C:5]2[CH:24]=[CH:25][C:26]([CH3:28])=[CH:27][C:4]=2[N:3]=1.[CH2:29]([N:31]1[CH2:36][CH2:35][NH:34][CH2:33][CH2:32]1)[CH3:30]>>[NH2:1][C:2]1[C:11]2[N:10]=[CH:9][C:8]([CH2:12][CH2:13][C:14]3[CH:22]=[CH:21][C:17]([C:18]([N:34]4[CH2:35][CH2:36][N:31]([CH2:29][CH3:30])[CH2:32][CH2:33]4)=[O:19])=[CH:16][C:15]=3[CH3:23])=[CH:7][C:6]=2[C:5]2[CH:24]=[CH:25][C:26]([CH3:28])=[CH:27][C:4]=2[N:3]=1. Reported procedure: (4-(2-(5-Amino-8-methylbenzo[f][1,7]naphthyridin-2-yl)ethyl)-3-methylphenyl)(4-ethylpiperazin-1-yl)methanone was prepared from 4-(2-(5-amino-8-methylbenzo[f][1,7]naphthyridin-2-yl)ethyl)-3-methylbenzoyl chloride (Example 116/Step 2) and 1-ethylpiperazine following the procedures described for Example 117. 1H NMR (Methanol-d4): δ 8.59 (s, 1H), 8.37 (s, 1H), 8.06 (d, 1H), 7.32 (s, 1H), 7.00-7.12 (m, 4H), 3.67 (br, 2H), 3.06-3.13 (m, 4H), 2.45 (br, 4H), 2.37 (q, 2H), 2.41 (s, 3H), 2.26 (s, 3H), 2.1... The reactants are N(=NC(=O)OCC)C(=O)OCC (diethyl azodicarboxylate), N(C(=O)C)[C@H]1CC[C@H](CC1)O (cis-4-acetaminocyclohexanol), ON1C(C=2C(C1=O)=CC=CC2)=O (N-hydroxyphthalimide), C1(=CC=CC=C1)P(C1=CC=CC=C1)C1=CC=CC=C1 (triphenylphosphine), C1(=CC=CC=C1)P(C1=CC=CC=C1)C1=CC=CC=C1 (triphenylphosphine), N(=NC(=O)OCC)C(=O)OCC (diethyl azodicarboxylate). Run in O1CCCC1 (tetrahydrofuran), O1CCCC1 (tetrahydrofuran). Reaction conditions: time 6 hour. Yields the product N(C(=O)C)[C@@H]1CC[C@H](CC1)ON1C(C2=CC=CC=C2C1=O)=O (2-[trans-4-(Acetamino)-cyclohexyloxy ]-1H-isoindole-1,3(2H)-dione). As a reaction SMILES: N(C(OCC)=O)=NC(OCC)=O.[NH:13]([C@@H:17]1[CH2:22][CH2:21][C@H:20]([OH:23])[CH2:19][CH2:18]1)[C:14]([CH3:16])=[O:15].O[N:25]1[C:29](=[O:30])[C:28]2=[CH:31][CH:32]=[CH:33][CH:34]=[C:27]2[C:26]1=[O:35].C1(P(C2C=CC=CC=2)C2C=CC=CC=2)C=CC=CC=1>O1CCCC1>[NH:13]([C@H:17]1[CH2:22][CH2:21][C@H:20]([O:23][N:25]2[C:29](=[O:30])[C:28]3[C:27](=[CH:34][CH:33]=[CH:32][CH:31]=3)[C:26]2=[O:35])[CH2:19][CH2:18]1)[C:14]([CH3:16])=[O:15]. Procedure details: A solution of 39.5 ml (0.2413 mol) of diethyl azodicarboxylate (95%) in 300 ml of tetrahydrofuran is added dropwise to a mixture of 36.13 g (0.2298 mol) of cis-4-acetaminocyclohexanol [Ber. Dtsch. Chem. Ges. 72, 995 (1939)], 37.49 g (0.2298 mol) of N-hydroxyphthalimide, 60.28 g of triphenylphosphine and 1500 ml of tetrahydrofuran at 20°-30° C., while stirring. After stirring at room temperature for 14 hours, in each case 20% of the amount of triphenylphosphine and diethyl azodicarboxylate origin... Reactants: B, CC(=O)c1ccc(Br)cc1, ClCCl, CC(Cl)Cl, c1ccc(C2CNCCO2)cc1, c1ccncc1. Product: CC(c1ccc(Br)cc1)N1CCOC(c2ccccc2)C1. RXN SMILES: [BH3:29].[Br:13][c:14]1[cH:15][cH:16][c:17]([C:20]([CH3:21])=[O:22])[cH:18][cH:19]1.[CH2:34]([Cl:35])[Cl:36].[Cl:30][CH:31]([Cl:32])[CH3:33].[c:1]1([CH:7]2[O:8][CH2:9][CH2:10][NH:11][CH2:12]2)[cH:2][cH:3][cH:4][cH:5][cH:6]1.[n:23]1[cH:24][cH:25][cH:26][cH:27][cH:28]1>>[c:1]1([CH:7]2[O:8][CH2:9][CH2:10][N:11]([CH:20]([c:17]3[cH:16][cH:15][c:14]([Br:13])[cH:19][cH:18]3)[CH3:21])[CH2:12]2)[cH:2][cH:3][cH:4][cH:5][cH:6]1. Starting materials: ClC(Cl)Cl, O=[N+]([O-])c1cc(Cl)ccc1Cl, Cl, CN1CCN(CCCN)CC1. Yields the product CN1CCN(CCCNc2ccc(Cl)cc2[N+](=O)[O-])CC1. Reaction SMILES: [CH:24]([Cl:25])([Cl:26])[Cl:27].[Cl:1][c:2]1[c:3]([N+:9](=[O:10])[O-:11])[cH:4][c:5]([Cl:8])[cH:6][cH:7]1.[ClH:23].[NH2:12][CH2:13][CH2:14][CH2:15][N:16]1[CH2:17][CH2:18][N:19]([CH3:22])[CH2:20][CH2:21]1>>[c:2]1([NH:12][CH2:13][CH2:14][CH2:15][N:16]2[CH2:17][CH2:18][N:19]([CH3:22])[CH2:20][CH2:21]2)[c:3]([N+:9](=[O:10])[O-:11])[cH:4][c:5]([Cl:8])[cH:6][cH:7]1. The reactants are S(O)(O)(=O)=O (sulphuric acid), C(CC=C)(=O)OCC(C)C (2-methylpropyl 3-butenoate), trimethylcaprylammonium chloride, P(O)(O)(O)=O (phosphoric acid). The reagents and catalysts are O.O.[O-][W](=O)(=O)[O-].[Na+].[Na+] (Sodium tungstate dihydrate). Solvent: ClCCCl (1,2-dichloroethane), O (water). Run at temperature 70 celsius. The product is CC(COC(CC1CO1)=O)C (2-Methylpropyl-3,4-epoxybutanoate). Reaction SMILES: P(=O)(O)(O)O.S(=O)(=O)(O)[OH:7].[C:11]([O:16][CH2:17][CH:18]([CH3:20])[CH3:19])(=[O:15])[CH2:12][CH:13]=[CH2:14]>O.ClCCCl.O.O.[O-][W]([O-])(=O)=O.[Na+].[Na+]>[CH3:19][CH:18]([CH3:20])[CH2:17][O:16][C:11](=[O:15])[CH2:12][CH:13]1[O:7][CH2:14]1 |f:5.6.7.8.9|. Procedure details: Sodium tungstate dihydrate (0.852 g, 2.5 mmol), 85% phosphoric acid (0.850 ml, 5 mmol) 36.3% hydrogen peroxide (5.6 ml, 60 mmol) were dissolved in 20 ml of water and the pH was adjusted to 1.6 by 10% sulphuric acid. The solution was heated to 70° C., and under vigorous stirring a solution of 2-methylpropyl 3-butenoate (7.1 g, 50 mmol), trimethylcaprylammonium chloride (0.41 g) in 1,2-dichloroethane (15 ml) was added. After 6 hours the mixture was cooled, then the layers were separated. The aqueo... The reactants are CN=C=O, ONc1ccc(F)cc1, O=[N+]([O-])c1ccc(F)cc1, NN, C1CCOC1. Product: CNC(=O)N(O)c1ccc(F)cc1. Reaction SMILES: [CH3:22][N:23]=[C:24]=[O:25].[F:13][c:14]1[cH:15][cH:16][c:17]([NH:18][OH:19])[cH:20][cH:21]1.[F:1][c:2]1[cH:3][cH:4][c:5]([N+:8](=[O:9])[O-:10])[cH:6][cH:7]1.[NH2:11][NH2:12].[O:26]1[CH2:27][CH2:28][CH2:29][CH2:30]1>>[F:1][c:2]1[cH:3][cH:4][c:5]([N:8]([OH:10])[C:24]([NH:23][CH3:22])=[O:25])[cH:6][cH:7]1. The reactants are C[Al](C)C (trimethylaluminum), Cl.CN (methylamine hydrochloride), ClCCSC(C(=O)OC)SCCCl (methyl bis(2-chloroethylthio)acetate). The solvent is C1=CC=CC=C1 (benzene), C1=CC=CC=C1 (benzene). Reaction conditions: temperature 50 celsius, time 21 hour. The product is CNC(C(SCCCl)SCCCl)=O (N-methyl-bis(2-chloroethylthio)acetamide). Yield: 64.0%. Reaction SMILES: Cl.[CH3:2][NH2:3].C[Al](C)C.[Cl:8][CH2:9][CH2:10][S:11][CH:12]([S:17][CH2:18][CH2:19][Cl:20])[C:13](OC)=[O:14]>C1C=CC=CC=1>[CH3:2][NH:3][C:13](=[O:14])[CH:12]([S:17][CH2:18][CH2:19][Cl:20])[S:11][CH2:10][CH2:9][Cl:8] |f:0.1|. Procedure: To a stirred suspension of methylamine hydrochloride (3.464 g; 0.051 mol) in 60 mL of dry benzene under nitrogen at room temperature was added trimethylaluminum (Aldrich, 25.65 mL of 2.0M solution in toluene). After gas evolution ceased (30 min) a solution of the ester 4b (4.500 g; 0.017 mol in 10 mL of dry benzene was added and the mixture was warmed to 50° C. After 21 h, the mixture was allowed to cool to room temperature and was then quenched by dropwise addition of 60 mL of 1.0 N HCl. The mi... Conditions: temperature 100 celsius. Reported procedure: 4-methoxyphenylacetylchloride (32 mg, 1.1 eq) is added to a solution of 4-amino-N,N-bis(3-methylbutyl)-3-[(3-piperidin-1-ylpropyl)amino]benzamide (66 mg) in acid acetic (2 ml). The mixture is heated at 100° C. for 18 hours then cooled down and concentrated under reduced pressure. A saturated aqueous solution of sodium hydrogen carbonate is added to the residue obtained dissolved in dichloromethane. After decantation and extractions, the combined organic phases are washed with salt water, dried o... The reactants are COC1=CC=C(C=C1)CC(=O)Cl (4-methoxyphenylacetylchloride), NC1=C(C=C(C(=O)N(CCC(C)C)CCC(C)C)C=C1)NCCCN1CCCCC1 (4-amino-N,N-bis(3-methylbutyl)-3-[(3-piperidin-1-ylpropyl)amino]benzamide). Solvent: CC(=O)OCC1=C2C=CC=CC2=C(C3=CC=CC=C31)COC(=O)C (acetic), ClCCl (dichloromethane). RXN SMILES: [CH3:1][O:2][C:3]1[CH:8]=[CH:7][C:6]([CH2:9][C:10]([Cl:12])=O)=[CH:5][CH:4]=1.[NH2:13][C:14]1[CH:32]=[CH:31][C:17]([C:18]([N:20]([CH2:26][CH2:27][CH:28]([CH3:30])[CH3:29])[CH2:21][CH2:22][CH:23]([CH3:25])[CH3:24])=[O:19])=[CH:16][C:15]=1[NH:33][CH2:34][CH2:35][CH2:36][N:37]1[CH2:42][CH2:41][CH2:40][CH2:39][CH2:38]1>CC(OCC1C2C(=CC=CC=2)C(COC(C)=O)=C2C=1C=CC=C2)=O.ClCCl>[ClH:12].[CH3:1][O:2][C:3]1[CH:4]=[CH:5][C:6]([CH2:9][C:10]2[N:33]([CH2:34][CH2:35][CH2:36][N:37]3[CH2:38][CH2:39][CH2:40][CH2:41][CH2:42]3)[C:15]3[CH:16]=[C:17]([C:18]([N:20]([CH2:21][CH2:22][CH:23]([CH3:25])[CH3:24])[CH2:26][CH2:27][CH:28]([CH3:30])[CH3:29])=[O:19])[CH:31]=[CH:32][C:14]=3[N:13]=2)=[CH:7][CH:8]=1 |f:4.5|. The product is Cl.COC1=CC=C(CC2=NC3=C(N2CCCN2CCCCC2)C=C(C=C3)C(=O)N(CCC(C)C)CCC(C)C)C=C1 (2-(4-methoxybenzyl)-N,N-bis(3-methylbutyl)-1-(3-piperidin-1-ylpropyl)-1H-benzimidazole-6-carboxamide hydrochloride). Reactants: CCN=C=NCCCN(C)C, CC1(C)OC(=O)CC(=O)O1, CN(C)c1ccncc1, CN1Cc2c(Cl)cc(Cl)cc2C(c2ccc(NC(=O)NCCC(=O)O)cc2)C1, ClCCl, Cl. The product is CN1Cc2c(Cl)cc(Cl)cc2C(c2ccc(NC(=O)NCCC(=O)C3C(=O)OC(C)(C)OC3=O)cc2)C1. RXN SMILES: [CH3:30][N:31]([CH3:32])[CH2:33][CH2:34][CH2:35][N:36]=[C:37]=[N:38][CH2:39][CH3:40].[CH3:41][C:42]1([CH3:50])[O:43][C:44](=[O:49])[CH2:45][C:46](=[O:48])[O:47]1.[CH3:54][N:55]([CH3:56])[c:57]1[cH:58][cH:59][n:60][cH:61][cH:62]1.[Cl:1][c:2]1[cH:3][c:4]2[c:9]([c:10]([Cl:12])[cH:11]1)[CH2:8][N:7]([CH3:13])[CH2:6][CH:5]2[c:14]1[cH:15][cH:16][c:17]([NH:20][C:21]([NH:22][CH2:23][CH2:24][C:25](=[O:26])[OH:27])=[O:28])[cH:18][cH:19]1.[Cl:51][CH2:52][Cl:53].[ClH:29]>>[Cl:1][c:2]1[cH:3][c:4]2[c:9]([c:10]([Cl:12])[cH:11]1)[CH2:8][N:7]([CH3:13])[CH2:6][CH:5]2[c:14]1[cH:15][cH:16][c:17]([NH:20][C:21]([NH:22][CH2:23][CH2:24][C:25](=[O:26])[CH:45]2[C:44](=[O:49])[O:43][C:42]([CH3:41])([CH3:50])[O:47][C:46]2=[O:48])=[O:28])[cH:18][cH:19]1. Reactants: BrC=1C=C(C=C(C1)Cl)N(C=1C=NC=NC1)C (N-(3-Bromo-5-chlorophenyl)-N-methylpyrimidin-5-amine), ClC=1C=C(C(=O)N)C=CC1 (3-chlorobenzamide), CC(C)(C)[O-].[Na+] (NaOt-Bu), CC1(C2=C(C(=CC=C2)P(C3=CC=CC=C3)C4=CC=CC=C4)OC5=C(C=CC=C51)P(C6=CC=CC=C6)C7=CC=CC=C7)C (Xantphos). Reagents/catalysts: CC(=O)[O-].CC(=O)[O-].[Pd+2] (Pd(OAc)2). Solvent: C1(=CC=CC=C1)C (toluene). Reaction conditions: temperature 110 celsius. Yields the product ClC=1C=C(C(=O)NC2=CC(=CC(=C2)N(C=2C=NC=NC2)C)Cl)C=CC1 (3-Chloro-N-(3-chloro-5-(methyl(pyrimidin-5-yl)amino)phenyl)-benzamide). Yield: 56.3%. As a reaction SMILES: Br[C:2]1[CH:3]=[C:4]([N:9]([CH3:16])[C:10]2[CH:11]=[N:12][CH:13]=[N:14][CH:15]=2)[CH:5]=[C:6]([Cl:8])[CH:7]=1.[Cl:17][C:18]1[CH:19]=[C:20]([CH:24]=[CH:25][CH:26]=1)[C:21]([NH2:23])=[O:22].CC([O-])(C)C.[Na+].CC1(C)C2C(=C(P(C3C=CC=CC=3)C3C=CC=CC=3)C=CC=2)OC2C(P(C3C=CC=CC=3)C3C=CC=CC=3)=CC=CC1=2>C1(C)C=CC=CC=1.CC([O-])=O.CC([O-])=O.[Pd+2]>[Cl:17][C:18]1[CH:19]=[C:20]([CH:24]=[CH:25][CH:26]=1)[C:21]([NH:23][C:2]1[CH:3]=[C:4]([N:9]([CH3:16])[C:10]2[CH:11]=[N:12][CH:13]=[N:14][CH:15]=2)[CH:5]=[C:6]([Cl:8])[CH:7]=1)=[O:22] |f:2.3,6.7.8|. Reported procedure: Compound 35 (59 mg, 0.20 mmol, 1.0 eq), 3-chlorobenzamide (46 mg, 0.30 mmol, 1.5 eq), NaOt-Bu (27 mg, 0.28 mmol, 1.4 eq), Pd(OAc)2 (2.2 mg, 0.0098 mmol, 0.050 eq) and Xantphos (11.4 mg, 0.0197 mmol, 0.100 eq) were dissolved in toluene (1 mL) in a microwave vial. The vial was purged with argon, capped, and heated at 110° C. for 18 h. After cooling the reaction was filtered over a plug of celite and the plug was washed with 5% MeOH/CH2Cl2. The solvents were removed in vacuo and the crude mixture w...